From a dataset of the Open Reaction Database (ORD), a public repository of structured organic reaction records. describe an organic reaction: reactants, conditions, products, and yield The reactants are ClC1=C(N)C(=CC=C1)C (2-chloro-6-methylaniline), BrC1=CC=C(C=C1)C (4-bromotoluene), CC(C)([O-])C.[Na+] (sodium tert-butoxide), bis-dibenzylideneacetone palladium(0). Run in C1(=CC=CC=C1)C (toluene). Product: ClC1=C(C(=CC=C1)C)NC1=CC=C(C=C1)C (N-(2′-chloro-6′-methylphenyl)-4-methylaniline). Yield: 89.3%. Reaction SMILES: [Cl:1][C:2]1[CH:8]=[CH:7][CH:6]=[C:5]([CH3:9])[C:3]=1[NH2:4].Br[C:11]1[CH:16]=[CH:15][C:14]([CH3:17])=[CH:13][CH:12]=1.CC(C)([O-])C.[Na+]>C1(C)C=CC=CC=1>[Cl:1][C:2]1[CH:8]=[CH:7][CH:6]=[C:5]([CH3:9])[C:3]=1[NH:4][C:11]1[CH:16]=[CH:15][C:14]([CH3:17])=[CH:13][CH:12]=1 |f:2.3|. Procedure details: 1.02 g (7.2 mmol) of 2-chloro-6-methylaniline, 1.23 g (7.2 mmol) 4-bromotoluene, 1.15 g (12 mmol) sodium tert-butoxide, 160 mg (0.7 mmol) tri-tert-butyhphosphine and 130 mg (0.23 mmol) bis-dibenzylideneacetone-palladium(0) are reacted in 50 ml toluene under nitrogen at 90° C. for 20 minutes and at 60° C. over night. Aqueous workup (3N HCl, with hyflo, washing the organic phase with water) and flash-chromatography on silica using heptan/toluene (4:1) as the eluent affords 1.49 g of N-(2′-chloro-6... The reactants are C=O, Cl, [Na+], [Na], C1COCCO1, [OH-], CNC1CCC(c2ccc(O)cc2)CC1, OP(O)O. Yields the product CN(C)C1CCC(c2ccc(O)cc2)CC1. RXN SMILES: [CH2:25]=[O:26].[ClH:16].[Na+:18].[Na:27].[O:19]1[CH2:20][CH2:24][O:23][CH2:22][CH2:21]1.[OH-:17].[OH:1][c:2]1[cH:3][cH:4][c:5]([CH:8]2[CH2:9][CH2:10][CH:11]([NH:14][CH3:15])[CH2:12][CH2:13]2)[cH:6][cH:7]1.[P:28]([OH:29])([OH:30])[OH:31]>>[OH:1][c:2]1[cH:3][cH:4][c:5]([CH:8]2[CH2:9][CH2:10][CH:11]([N:14]([CH3:15])[CH3:20])[CH2:12][CH2:13]2)[cH:6][cH:7]1. Reactants: CCOC(C)=O, COC(=O)c1ccc(Cl)cc1NC(=O)Cc1cccc([N+](=O)[O-])c1, [H][H], O=[Pt]. The product is COC(=O)c1ccc(Cl)cc1NC(=O)Cc1cccc(N)c1. Reaction SMILES: [CH3:27][CH2:28][O:29][C:30](=[O:31])[CH3:32].[Cl:1][c:2]1[cH:3][c:4]([NH:12][C:13]([CH2:14][c:15]2[cH:16][c:17]([N+:21]([O-:22])=[O:23])[cH:18][cH:19][cH:20]2)=[O:24])[c:5]([C:6](=[O:7])[O:8][CH3:9])[cH:10][cH:11]1.[H:25][H:26].[Pt:33]=[O:34]>>[Cl:1][c:2]1[cH:3][c:4]([NH:12][C:13]([CH2:14][c:15]2[cH:16][c:17]([NH2:21])[cH:18][cH:19][cH:20]2)=[O:24])[c:5]([C:6](=[O:7])[O:8][CH3:9])[cH:10][cH:11]1. Reactants: CO (methanol), C1=CC=CC2=NC3=CC=CC=C3N=C12 (phenazine), C(C)OCCOCC (1,2-diethoxyethane), [Na] (sodium), C1C(C)O1 (1,2-propylene oxide), 5,10-disodium 5,10-dihydrophenazine, C(C)OCCOCC (1,2-diethoxyethane). Reaction conditions: temperature 120 celsius. The product is OC(CN1C=2C=CC=CC2N(C2=CC=CC=C12)CC(C)O)C (5,10-bis(2-Hydroxypropyl)-5,10-dihydrophenazine). Reaction SMILES: [CH:1]1[C:14]2[C:5](=[N:6][C:7]3[C:12]([N:13]=2)=[CH:11][CH:10]=[CH:9][CH:8]=3)[CH:4]=[CH:3][CH:2]=1.[Na].[CH2:16]1[O:19][CH:17]1[CH3:18].[CH3:20]O.C(OCC[O:27][CH2:28][CH3:29])C>>[OH:19][CH:17]([CH3:16])[CH2:18][N:6]1[C:5]2[C:14](=[CH:1][CH:2]=[CH:3][CH:4]=2)[N:13]([CH2:20][CH:28]([OH:27])[CH3:29])[C:12]2[CH:11]=[CH:10][CH:9]=[CH:8][C:7]1=2 |^1:14|. Procedure: 40 g (0.22 mol) of phenazine are dissolved in 500 ml of anhydrous 1,2-diethoxyethane at 80° C. under an argon atmosphere. 14 g of sodium are added. The reaction mixture is stirred vigorously under reflux at 120° C. for 24 hours and cooled to room temperature. A solution of 39 g (0.66 mol) of 1,2-propylene oxide in 50 ml of 1,2-diethoxyethane is poured into the resultant 5,10-disodium 5,10-dihydrophenazine suspension. After the reaction mixture has been stirred at room temperature for 1 hour and ... RXN SMILES: [CH:1]1([C:4]2[N:5]=[CH:6][C:7]([O:10][C@H:11]3[CH2:28][N:14]4[C:15](=[O:27])[CH2:16][CH2:17][N:18](C(OC(C)(C)C)=O)[CH2:19][C@H:13]4[CH2:12]3)=[N:8][CH:9]=2)[CH2:3][CH2:2]1.C([Cl:32])(=O)C>CO>[ClH:32].[CH:1]1([C:4]2[N:5]=[CH:6][C:7]([O:10][C@H:11]3[CH2:28][N:14]4[C:15](=[O:27])[CH2:16][CH2:17][NH:18][CH2:19][C@H:13]4[CH2:12]3)=[N:8][CH:9]=2)[CH2:3][CH2:2]1 |f:3.4|. Yields the product Cl.C1(CC1)C=1N=CC(=NC1)O[C@@H]1C[C@H]2N(C(CCNC2)=O)C1 ((8R,9aR)-8-[(5-cyclopropylpyrazin-2-yl)oxy]octahydro-5H-pyrrolo[1,2-a][1,4]diazepin-5-one hydrochloride). Reported procedure: tert-Butyl (8R,9aR)-8-[(5-cyclopropylpyrazin-2-yl)oxy]-5-oxohexahydro-1H-pyrrolo[1,2-a][1,4]diazepine-2(3H)-carboxylate (50 mg, 0.103 mmol, Part A) was dissolved in methanol (1.0 mL) in a 20-mL scintillation vial. In a separate 4-mL vial, acetyl chloride (0.090 ml, 1.29 mmol) was added to methanol (0.5 mL) at 0° C., and the resulting acidic solution was added to the reaction vial. The vial was capped, and the reaction mixture was heated to 60° C. for 0.5 hour. The reaction mixture was then coole... Conditions: temperature 60 celsius. Solvent: CO (methanol), CO (methanol). Reactants: C1(CC1)C=1N=CC(=NC1)O[C@@H]1C[C@H]2N(C(CCN(C2)C(=O)OC(C)(C)C)=O)C1 (tert-Butyl (8R,9aR)-8-[(5-cyclopropylpyrazin-2-yl)oxy]-5-oxohexahydro-1H-pyrrolo[1,2-a][1,4]diazepine-2(3H)-carboxylate), C(C)(=O)Cl (acetyl chloride). Starting materials: O=C([O-])[O-], COc1cc2c(cc1OC)C(Oc1ccccc1)CNCC2, [K+], [K+], BrCCCOc1ccccc1, CN(C)C=O, O. Yields the product COc1cc2c(cc1OC)C(Oc1ccccc1)CN(CCCOc1ccccc1)CC2. As a reaction SMILES: [C:34](=[O:35])([O-:36])[O-:37].[CH3:1][O:2][c:3]1[cH:4][c:5]2[c:6]([cH:19][c:20]1[O:21][CH3:22])[CH:7]([O:12][c:13]1[cH:14][cH:15][cH:16][cH:17][cH:18]1)[CH2:8][NH:9][CH2:10][CH2:11]2.[K+:38].[K+:39].[O:23]([c:24]1[cH:25][cH:26][cH:27][cH:28][cH:29]1)[CH2:30][CH2:31][CH2:32][Br:33].[O:41]=[CH:42][N:43]([CH3:44])[CH3:45].[OH2:40]>>[CH3:1][O:2][c:3]1[cH:4][c:5]2[c:6]([cH:19][c:20]1[O:21][CH3:22])[CH:7]([O:12][c:13]1[cH:14][cH:15][cH:16][cH:17][cH:18]1)[CH2:8][N:9]([CH2:32][CH2:31][CH2:30][O:23][c:24]1[cH:25][cH:26][cH:27][cH:28][cH:29]1)[CH2:10][CH2:11]2. Reactants: CC(=O)[O-], Cl, O=S(=O)(Oc1cccc(N2CCOCC2)c1)C(F)(F)F, [K+], O=C(NC1CN2CCC1CC2)c1cc2cccc(Br)c2s1, [Na+], [Na+], O=C([O-])[O-], CN(C)C=O. Yields the product Cl, O=C(NC1CN2CCC1CC2)c1cc2cccc(-c3cccc(N4CCOCC4)c3)c2s1. Reaction SMILES: [CH3:22][C:23](=[O:24])[O-:25].[ClH:26].[F:1][C:2]([F:3])([F:4])[S:5]([O:6][c:7]1[cH:8][c:9]([N:13]2[CH2:14][CH2:15][O:16][CH2:17][CH2:18]2)[cH:10][cH:11][cH:12]1)(=[O:19])=[O:20].[K+:21].[N:27]12[CH2:28][CH:29]([NH:35][C:36](=[O:37])[c:38]3[s:39][c:40]4[c:41]([cH:42]3)[cH:43][cH:44][cH:45][c:46]4[Br:47])[CH:30]([CH2:31][CH2:32]1)[CH2:33][CH2:34]2.[Na+:48].[Na+:49].[O-:50][C:51](=[O:52])[O-:53].[O:54]=[CH:55][N:56]([CH3:57])[CH3:58]>>[ClH:26].[c:7]1(-[c:46]2[c:40]3[s:39][c:38]([C:36]([NH:35][CH:29]4[CH2:28][N:27]5[CH2:32][CH2:31][CH:30]4[CH2:33][CH2:34]5)=[O:37])[cH:42][c:41]3[cH:43][cH:44][cH:45]2)[cH:8][c:9]([N:13]2[CH2:14][CH2:15][O:16][CH2:17][CH2:18]2)[cH:10][cH:11][cH:12]1.